Dataset: the Open Reaction Database (ORD), a public repository of structured organic reaction records. Task: describe an organic reaction: reactants, conditions, products, and yield Starting materials: NC(=O)CBr, O=C([O-])[O-], CN(C)C=O, O=c1c(C2=NS(=O)(=O)c3cc(O)ccc3N2)c(O)c2ccccc2n1NC1CCCCC1, [Cs+], [Cs+]. The product is NC(=O)COc1ccc2c(c1)S(=O)(=O)N=C(c1c(O)c3ccccc3n(NC3CCCCC3)c1=O)N2. Reaction SMILES: [Br:39][CH2:40][C:41](=[O:42])[NH2:43].[C:33](=[O:34])([O-:35])[O-:36].[CH3:44][N:45]([CH3:46])[CH:47]=[O:48].[CH:1]1([NH:7][n:8]2[c:9](=[O:32])[c:10]([C:19]3=[N:20][S:21](=[O:30])(=[O:31])[c:22]4[c:23]([cH:25][cH:26][c:27]([OH:29])[cH:28]4)[NH:24]3)[c:11]([OH:18])[c:12]3[cH:13][cH:14][cH:15][cH:16][c:17]23)[CH2:2][CH2:3][CH2:4][CH2:5][CH2:6]1.[Cs+:37].[Cs+:38]>>[CH:1]1([NH:7][n:8]2[c:9](=[O:32])[c:10]([C:19]3=[N:20][S:21](=[O:30])(=[O:31])[c:22]4[c:23]([cH:25][cH:26][c:27]([O:29][CH2:40][C:41](=[O:42])[NH2:43])[cH:28]4)[NH:24]3)[c:11]([OH:18])[c:12]3[cH:13][cH:14][cH:15][cH:16][c:17]23)[CH2:2][CH2:3][CH2:4][CH2:5][CH2:6]1. The reactants are CO, COC(=O)CC(=O)CCCCl, [H][H]. The product is COC(=O)CC(O)CCCCl. As a reaction SMILES: [CH3:14][OH:15].[CH3:1][O:2][C:3]([CH2:4][C:5]([CH2:6][CH2:7][CH2:8][Cl:9])=[O:10])=[O:11].[H:12][H:13]>>[CH3:1][O:2][C:3]([CH2:4][CH:5]([CH2:6][CH2:7][CH2:8][Cl:9])[OH:10])=[O:11]. As a reaction SMILES: C(O[C:9]1[CH:14]=[CH:13][C:12]([CH:15]2[CH2:20][CH2:19][N:18]([C:21]([O:23][C:24]([CH3:27])([CH3:26])[CH3:25])=[O:22])[CH2:17][CH:16]2[O:28][CH2:29][CH2:30][O:31]S(C2C=CC(C)=CC=2)(=O)=O)=[CH:11][CH:10]=1)C1C=CC=CC=1.[F:42][C:43]1[CH:48]=[CH:47][C:46]([CH2:49][CH2:50][NH:51][C:52](=[O:54])[CH3:53])=[C:45](O)[CH:44]=1>>[C:52]([NH:51][CH2:50][CH2:49][C:46]1[CH:47]=[CH:48][C:43]([F:42])=[CH:44][C:45]=1[O:31][CH2:30][CH2:29][O:28][CH:16]1[CH:15]([C:12]2[CH:11]=[CH:10][C:9]([CH2:15][C:12]3[CH:13]=[CH:14][CH:9]=[CH:10][CH:11]=3)=[CH:14][CH:13]=2)[CH2:20][CH2:19][N:18]([C:21]([O:23][C:24]([CH3:26])([CH3:27])[CH3:25])=[O:22])[CH2:17]1)(=[O:54])[CH3:53]. The reactants are C(C1=CC=CC=C1)OC1=CC=C(C=C1)C1C(CN(CC1)C(=O)OC(C)(C)C)OCCOS(=O)(=O)C1=CC=C(C=C1)C (tert-butyl 4-(4-benzyloxyphenyl)-3-[2-(toluene-4-sulphonyloxy)ethoxy]piperidine-1-carboxylate), FC1=CC(=C(C=C1)CCNC(C)=O)O (N-[2-(4-fluoro-2-hydroxyphenyl)ethyl]acetamide). Reported procedure: Analogously to Method G, 6.7 g of tert-butyl 4-(4-benzyloxyphenyl)-3-[2-(toluene-4-sulphonyloxy)ethoxy]piperidine-1-carboxylate and 4.54 g of N-[2-(4-fluoro-2-hydroxyphenyl)ethyl]acetamide (Example 112b) are reacted. The title compound is obtained as a yellowish oil. Rf=0.16 (2:1 EtOAc-heptane); Rt=5.44. The product is C(C)(=O)NCCC1=C(OCCOC2CN(CCC2C2=CC=C(C=C2)CC2=CC=CC=C2)C(=O)OC(C)(C)C)C=C(C=C1)F (tert-Butyl 3-{2-[2-(2-acetylaminoethyl)-5-fluorophenoxy]ethoxy}-4-(4-benzylphenyl)piperidin-1-carboxylate). Reactants: C(#N)NC(=N)NCC1=CC(=C(C=C1)Cl)Cl (N1 -cyano-N3 -(3,4-dichlorobenzyl)-guanidine), Cl.ClC1=CC=C(N)C=C1 (4-chloroaniline hydrochloride), O (water). The solvent is C(C)(=O)OCC (ethyl acetate). Product: Cl.ClC1=CC=C(C=C1)NC(=N)NC(=N)NCC1=CC(=C(C=C1)Cl)Cl (N1 -(4-chlorophenyl)-N5 -(3,4-dichlorobenzyl)-biguanide hydrochloride). Yield: 130.2%. Reaction SMILES: [C:1]([NH:3][C:4]([NH:6][CH2:7][C:8]1[CH:13]=[CH:12][C:11]([Cl:14])=[C:10]([Cl:15])[CH:9]=1)=[NH:5])#[N:2].Cl.[Cl:17][C:18]1[CH:24]=[CH:23][C:21]([NH2:22])=[CH:20][CH:19]=1.O>C(OCC)(=O)C>[ClH:14].[Cl:17][C:18]1[CH:24]=[CH:23][C:21]([NH:22][C:1]([NH:3][C:4]([NH:6][CH2:7][C:8]2[CH:13]=[CH:12][C:11]([Cl:14])=[C:10]([Cl:15])[CH:9]=2)=[NH:5])=[NH:2])=[CH:20][CH:19]=1 |f:1.2,5.6|. Procedure details: To 20 g of N1 -cyano-N3 -(3,4-dichlorobenzyl)-guanidine and 13.5 g of 4-chloroaniline hydrochloride, 200 ml of water was added, which was heated and refluxed for 2 hours. When cooled gradually after reaction, crystals was precipiated. After filtering the crystals, by drying the crystals obtained by heat treatment in 200 ml of ethyl acetate, 21.8 g of the captioned compound was obtained. The reactants are CCO, O=C(CN1CCCC1)N1CCCOc2cc([N+](=O)[O-])ccc21, NN, O. The product is Nc1ccc2c(c1)OCCCN2C(=O)CN1CCCC1. As a reaction SMILES: [CH3:26][CH2:27][OH:28].[N+:1]([O-:2])(=[O:3])[c:4]1[cH:5][c:6]2[c:7]([cH:21][cH:22]1)[N:8]([C:13]([CH2:14][N:15]1[CH2:16][CH2:17][CH2:18][CH2:19]1)=[O:20])[CH2:9][CH2:10][CH2:11][O:12]2.[NH2:24][NH2:25].[OH2:23]>>[NH2:1][c:4]1[cH:5][c:6]2[c:7]([cH:21][cH:22]1)[N:8]([C:13]([CH2:14][N:15]1[CH2:16][CH2:17][CH2:18][CH2:19]1)=[O:20])[CH2:9][CH2:10][CH2:11][O:12]2.